This data is from the Open Reaction Database (ORD), a public repository of structured organic reaction records. The task is: describe an organic reaction: reactants, conditions, products, and yield RXN SMILES: [I:1][CH2:2][C:3]1[CH:17]=[CH:16][C:6]([O:7][C:8]2[CH:9]=[C:10]([CH:13]=[CH:14][CH:15]=2)[C:11]#[N:12])=[CH:5][CH:4]=1.[OH:18][C:19]1[C:24]([C:25]([F:28])([F:27])[F:26])=[C:23]([OH:29])[CH:22]=[CH:21][C:20]=1[C:30](=[O:32])[CH3:31]>CN(C)C=O>[I:1][CH2:2][C:3]1[CH:17]=[CH:16][C:6]([O:7][C:8]2[CH:9]=[C:10]([CH:13]=[CH:14][CH:15]=2)[C:11]#[N:12])=[CH:5][CH:4]=1.[C:30]([C:20]1[CH:21]=[CH:22][C:23]([O:29][CH2:2][C:3]2[CH:17]=[CH:16][C:6]([O:7][C:8]3[CH:9]=[C:10]([CH:13]=[CH:14][CH:15]=3)[C:11]#[N:12])=[CH:5][CH:4]=2)=[C:24]([C:25]([F:27])([F:26])[F:28])[C:19]=1[OH:18])(=[O:32])[CH3:31]. Reaction conditions: temperature 60 celsius, time 1 hour. The solvent is CN(C=O)C (dimethylformamide), CN(C=O)C (dimethylformamide). Reported procedure: 3-(4-Iodomethyl-phenoxy)-benzonitrile is prepared by an analogous procedure described in Preparation 43. Add half of a solution of 3-(4-iodomethyl-phenoxy)-benzonitrile (470 mg, 1.4 mmol) in anhydrous dimethylformamide (10 mL) to 1-(2,4-dihydroxy-3-trifluoromethyl-phenyl)-ethanone (300 mg, 1.4 mmol) and Li2CO3 (228 mg, 3.1 mmol) in anhydrous dimethylformamide (18 mL)dimethylformamide. Heat the reaction mixture to 60° C. and stir for 1 h. Add the other half of the 3-(4-iodomethyl-phenoxy)-benzoni... Reactants: ICC1=CC=C(OC=2C=C(C#N)C=CC2)C=C1 (3-(4-iodomethyl-phenoxy)-benzonitrile), ICC1=CC=C(OC=2C=C(C#N)C=CC2)C=C1 (3-(4-iodomethyl-phenoxy)-benzonitrile), OC1=C(C=CC(=C1C(F)(F)F)O)C(C)=O (1-(2,4-dihydroxy-3-trifluoromethyl-phenyl)-ethanone), Li2CO3. The product is ICC1=CC=C(OC=2C=C(C#N)C=CC2)C=C1 (3-(4-Iodomethyl-phenoxy)-benzonitrile), C(C)(=O)C1=C(C(=C(OCC2=CC=C(OC=3C=C(C#N)C=CC3)C=C2)C=C1)C(F)(F)F)O (3-[4-(4-acetyl-3-hydroxy-2-trifluoromethyl-phenoxymethyl)-phenoxy]-benzonitrile). Yield: 100.9%. The reactants are C(CCCCCCC\C=C/CCCCCCCC)(=O)O (oleic acid), C1(O)=CC=C(O)C=C1 (hydroquinone), C1(=CC=C(C=C1)S(=O)(=O)O)C (p-toluenesulfonic acid). Solvent: C1(=CC=CC=C1)C (toluene). The product is C(CCCCCCC\C=C/CCCCCCCC)(=O)O.C1(O)=CC=C(O)C=C1 (hydroquinone oleate). Isolated yield 37.8%. As a reaction SMILES: [C:1]([OH:20])(=[O:19])[CH2:2][CH2:3][CH2:4][CH2:5][CH2:6][CH2:7][CH2:8]/[CH:9]=[CH:10]\[CH2:11][CH2:12][CH2:13][CH2:14][CH2:15][CH2:16][CH2:17][CH3:18].[C:21]1([CH:28]=[CH:27][C:25]([OH:26])=[CH:24][CH:23]=1)[OH:22].C1(C)C=CC(S(O)(=O)=O)=CC=1>C1(C)C=CC=CC=1>[C:1]([OH:20])(=[O:19])[CH2:2][CH2:3][CH2:4][CH2:5][CH2:6][CH2:7][CH2:8]/[CH:9]=[CH:10]\[CH2:11][CH2:12][CH2:13][CH2:14][CH2:15][CH2:16][CH2:17][CH3:18].[C:21]1([CH:28]=[CH:27][C:25]([OH:26])=[CH:24][CH:23]=1)[OH:22] |f:4.5|. Procedure details: To a solution of 28.2 gm (0.101 mole) oleic acid in toluene, was added 12 gm hydroquinone (0.11 mole) and 1.7 gm p-toluenesulfonic acid (0.01 mole). Water was withdrawn into a Dean-Stark trap as the solvent was refluxed for two days. The solution was cooled and washed with 100 ml water four times, and the solvent was evaporated in vacuo. The crystalline residue was recrystallized from methanol to give 15 gm hydroquinone oleate (40% theoretical) colorless compound, single spot (TLC). The melting ... Reactants: NCCCOC1=CC(OC2=C1C(=CC=C2)Cl)=O (4-(3-amino-propoxy)-5-chloro-1-benzopyran-2-one), C(C)(C)(C)OC(NCCC(C)OC1=CC(OC2=C1C(=CC=C2)Cl)=O)=O ([3-(5-chloro-2-oxo-2H-1-benzopyran-4-yloxy)-butyl]-carbamic acid tert-butyl ester). Product: Cl.NCCCCOC1=CC(OC2=C1C(=CC=C2)Cl)=O (4-(4-Amino-butoxy)-5-chloro-1-benzopyran-2-one Hydrochloric acid salt). RXN SMILES: [NH2:1][CH2:2]CCOC1C2C([Cl:16])=CC=CC=2OC(=O)C=1.C(OC(=O)N[CH2:25][CH2:26][CH:27]([O:29][C:30]1[C:35]2[C:36]([Cl:40])=[CH:37][CH:38]=[CH:39][C:34]=2[O:33][C:32](=[O:41])[CH:31]=1)C)(C)(C)C>>[ClH:16].[NH2:1][CH2:2][CH2:25][CH2:26][CH2:27][O:29][C:30]1[C:35]2[C:36]([Cl:40])=[CH:37][CH:38]=[CH:39][C:34]=2[O:33][C:32](=[O:41])[CH:31]=1 |f:2.3|. Procedure: Is prepared using the procedure for 4-(3-amino-propoxy)-5-chloro-1-benzopyran-2-one from [3-(5-chloro-2-oxo-2H-1-benzopyran-4-yloxy)-butyl]-carbamic acid tert-butyl ester to afford the title compound as the hydrochloric acid salt. 1H NMR (DMSO-d6, 300 MHz) δ 7.86 (3H, br s), 7.61 (1H, t, J=8.25 Hz), 7.42 (2H, t, J=9.5, 8.75 Hz), 5.96 (1H, s), 4.23 (2H, t, J=5.75 Hz), 2.85 (2H, m), 1.83 (4H, m); MS (ESI, Pos.) calcd for C13H14ClNO3 m/z [M+H]=268.1, found 268.1.